Dataset: the Open Reaction Database (ORD), a public repository of structured organic reaction records. Task: describe an organic reaction: reactants, conditions, products, and yield The reactants are FC(C(=O)N1CCNCC1)(F)F (2,2,2-trifluoro-1-piperazin-1-yl-ethanone), CS(=O)(=O)OC1CN(C1)C(C1=CC=CC=C1)C1=CC=CC=C1 (1-benzhydrylazetidin-3-yl methanesulfonate), CCN(C(C)C)C(C)C (DIPEA). Solvent: CC#N (CH3CN). The product is C(C1=CC=CC=C1)(C1=CC=CC=C1)N1CC(C1)N1CCN(CC1)C(C(F)(F)F)=O (1-[4-(1-Benzhydryl-azetidin-3-yl)-piperazin-1-yl]-2,2,2-trifluoro-ethanone). Reaction SMILES: [F:1][C:2]([F:12])([F:11])[C:3]([N:5]1[CH2:10][CH2:9][NH:8][CH2:7][CH2:6]1)=[O:4].CS(O[CH:18]1[CH2:21][N:20]([CH:22]([C:29]2[CH:34]=[CH:33][CH:32]=[CH:31][CH:30]=2)[C:23]2[CH:28]=[CH:27][CH:26]=[CH:25][CH:24]=2)[CH2:19]1)(=O)=O.CCN(C(C)C)C(C)C>CC#N>[CH:22]([N:20]1[CH2:21][CH:18]([N:8]2[CH2:9][CH2:10][N:5]([C:3](=[O:4])[C:2]([F:1])([F:11])[F:12])[CH2:6][CH2:7]2)[CH2:19]1)([C:29]1[CH:30]=[CH:31][CH:32]=[CH:33][CH:34]=1)[C:23]1[CH:24]=[CH:25][CH:26]=[CH:27][CH:28]=1. Procedure details: To a solution of 2,2,2-trifluoro-1-piperazin-1-yl-ethanone (6 g, 32.94 mmol) and 1-benzhydrylazetidin-3-yl methanesulfonate (12.5 g, 39.38 mmol) in CH3CN (60 mL) was added DIPEA (12 mL, 68.89 mmol) at room temperature. The resulting mixture was refluxed for 2 h. The solvent was removed by evaporation and the residue was partitioned between CH2Cl2 and aq NaHCO3. The organic layer was washed with aq NaHCO3 (2×) and then extracted with 1N HCl (2×). The aqueous layer was cooled and then the pH adjus... The reactants are C(C)(C)C=1C(=CC(=C(C1)C=1N(C(NN1)=S)C1=CC=C(C=C1)CN1CCOCC1)OCOC)OCOC (5-(5-isopropyl-2,4-bis-methoxymethoxyphenyl)-4-(4-morpholin-4-ylmethylphenyl)-2,4-dihydro-[1,2,4]triazol-3-thione), CI (methyl iodide), C([O-])([O-])=O.[K+].[K+] (potassium carbonate). Run in C(C)O (ethanol). Run at temperature 80 celsius. Yields the product C(C)(C)C=1C(=CC(=C(C1)C1=NN=C(N1C1=CC=C(C=C1)CN1CCOCC1)SC)OCOC)OCOC (3-(5-isopropyl-2,4-bis-methoxymethoxyphenyl)-4-(4-morpholin-4-ylmethylphenyl)-5-methylsulfanyl-4H-[1,2,4]triazole). Yield: 87.4%. RXN SMILES: [CH:1]([C:4]1[C:5]([O:33][CH2:34][O:35][CH3:36])=[CH:6][C:7]([O:29][CH2:30][O:31][CH3:32])=[C:8]([C:10]2[N:11]([C:16]3[CH:21]=[CH:20][C:19]([CH2:22][N:23]4[CH2:28][CH2:27][O:26][CH2:25][CH2:24]4)=[CH:18][CH:17]=3)[C:12](=[S:15])[NH:13][N:14]=2)[CH:9]=1)([CH3:3])[CH3:2].[C:37](=O)([O-])[O-].[K+].[K+].CI>C(O)C>[CH:1]([C:4]1[C:5]([O:33][CH2:34][O:35][CH3:36])=[CH:6][C:7]([O:29][CH2:30][O:31][CH3:32])=[C:8]([C:10]2[N:11]([C:16]3[CH:17]=[CH:18][C:19]([CH2:22][N:23]4[CH2:28][CH2:27][O:26][CH2:25][CH2:24]4)=[CH:20][CH:21]=3)[C:12]([S:15][CH3:37])=[N:13][N:14]=2)[CH:9]=1)([CH3:3])[CH3:2] |f:1.2.3|. Procedure: 5-(5-isopropyl-2,4-bis-methoxymethoxyphenyl)-4-(4-molpholin-4-ylmethylphenyl)-2,4-dihydro-[1,2,4]triazol-3-thione (F45-03, 2.43 g, 4.72 mmol) and potassium carbonate (653 mg, 4.72 mmol) were weighed and placed in a reaction vessel, and ethanol (30 mL) and then methyl iodide (0.29 mL, 4.72 mmol) were added. After heating at 80° C. stirring for an hour, the reaction mixture was returned to room temperature, and the solvent was distilled off under reduced pressure. The reaction system was mixed wit...